Dataset: the Open Reaction Database (ORD), a public repository of structured organic reaction records. Task: describe an organic reaction: reactants, conditions, products, and yield Starting materials: C(C)C=1N(C=C(N1)C1=CC=CC=C1)C1=CC=C(C=C1)CCNC([O-])=O (2-[4-(2-ethyl-4-phenyl-1H-imidazol-1-yl)phenyl]ethylcarbamate), ClC=1C=C(C=CC1)S(=O)(=O)N (3-chlorobenzenesulfonamide). As a reaction SMILES: [CH2:1]([C:3]1[N:4]([C:14]2[CH:19]=[CH:18][C:17]([CH2:20][CH2:21][NH:22][C:23](=O)[O-:24])=[CH:16][CH:15]=2)[CH:5]=[C:6]([C:8]2[CH:13]=[CH:12][CH:11]=[CH:10][CH:9]=2)[N:7]=1)[CH3:2].[Cl:26][C:27]1[CH:28]=[C:29]([S:33]([NH2:36])(=[O:35])=[O:34])[CH:30]=[CH:31][CH:32]=1>>[Cl:26][C:27]1[CH:28]=[C:29]([S:33]([NH:36][C:23]([NH:22][CH2:21][CH2:20][C:17]2[CH:16]=[CH:15][C:14]([N:4]3[CH:5]=[C:6]([C:8]4[CH:9]=[CH:10][CH:11]=[CH:12][CH:13]=4)[N:7]=[C:3]3[CH2:1][CH3:2])=[CH:19][CH:18]=2)=[O:24])(=[O:34])=[O:35])[CH:30]=[CH:31][CH:32]=1. Reported procedure: The title compound was prepared according to the procedure described in step 2 of Example 18 from 2-[4-(2-ethyl-4-phenyl-1H-imidazol-1-yl)phenyl]ethylcarbamate and 3-chlorobenzenesulfonamide. MS (ESI) m/z 509 [M+H]+, 507 [M−H]−, 1H-NMR (CDCl3)δ1.22 (3H, t, J=7.5 Hz), 2.68 (2H, q, J=7.5 Hz), 2.86 (2H, t, J=6.6 Hz), 3.47-3.56 (2H, m), 6.44 (1H, br), 7.23-7.28 (5H, m), 7.36 (2H, t, J=7.3 Hz), 7.45 (2H, t, J=8.1 Hz), 7.58 (2H, d, J=8.1 Hz), 7.73-7.78 (2H, m), 7.87 (1H, m). Yields the product ClC=1C=C(C=CC1)S(=O)(=O)NC(=O)NCCC1=CC=C(C=C1)N1C(=NC(=C1)C1=CC=CC=C1)CC (3-chloro-N-[({2-[4-(2-ethyl-4-phenyl-1H-imidazol-1-yl)phenyl]ethyl}amino)carbonyl]benzenesulfonamide). Reactants: ClC(C(CN1C(=NC(=C1)C)[N+](=O)[O-])N=O)(C)C (3-Chloro-3-methyl-2-nitroso-1-(4-methyl-2-nitro-1H-imidazol-1-yl)butane), NCCCNC(C(CC)=NO)(C)C (N-(3-aminopropyl)-1-amino-1,1-dimethyl-2-butanone oxime), CCN(C(C)C)C(C)C ((i-Pr)2NEt). Run in C(C)#N (acetonitrile). Conditions: temperature 50 celsius, time 2 hour. The product is CC(C(CN1C(=NC(=C1)C)[N+](=O)[O-])=NO)(NCCCNC(C(C)=NO)(C)C)C (3,3,9,9-Tetramethyl-1-(4-methyl-2-nitro-1H-imidazol-1-yl)-4,8-diazaundecane-2,10-dione Dioxime). RXN SMILES: Cl[C:2]([CH3:17])([CH3:16])[CH:3]([N:14]=[O:15])[CH2:4][N:5]1[CH:9]=[C:8]([CH3:10])[N:7]=[C:6]1[N+:11]([O-:13])=[O:12].[NH2:18][CH2:19][CH2:20][CH2:21][NH:22][C:23]([CH3:30])([CH3:29])[C:24](=[N:27][OH:28])[CH2:25]C.CCN(C(C)C)C(C)C>C(#N)C>[CH3:16][C:2]([CH3:17])([NH:18][CH2:19][CH2:20][CH2:21][NH:22][C:23]([CH3:30])([CH3:29])[C:24](=[N:27][OH:28])[CH3:25])[C:3](=[N:14][OH:15])[CH2:4][N:5]1[CH:9]=[C:8]([CH3:10])[N:7]=[C:6]1[N+:11]([O-:13])=[O:12]. Procedure details: 3-Chloro-3-methyl-2-nitroso-1-(4-methyl-2-nitro-1H-imidazol-1-yl)butane (3.41 g, 13.09 mmol) was added in portions to a stirred solution of N-(3-aminopropyl)-1-amino-1,1-dimethyl-2-butanone oxime (2.0 g, 11.56 mmol, Example 1) and (i-Pr)2NEt (1.64 g, 13.09 mmol) in dry acetonitrile (20 mL) at 50° C. under a nitrogen atmosphere. After the addition the reaction mixture was stirred for an additional 2 hours at 50° C. and cooled to room temperature. The solid which formed was filtered and recrystall... Reactants: C1(CC1)COC1=C(C=C(C(=C1)F)OC)C=1C2=C(N=C(N1)C)C(=C(N2COCC[Si](C)(C)C)C)C(=O)O (4-[2-(cyclopropylmethoxy)-4-fluoro-5-methoxyphenyl]-2,6-dimethyl-5-{[2-(trimethylsilyl)ethoxy]methyl}-5H-pyrrolo[3,2-d]pyrimidine-7-carboxylic acid), NC1CCN(CC1)C(=O)OC(C)(C)C (tert-butyl 4-amino-piperidine-1-carboxylate). The product is C1(CC1)COC1=C(C=C(C(=C1)F)OC)C=1C2=C(N=C(N1)C)C(=C(N2COCC[Si](C)(C)C)C)C(=O)NC2CCN(CC2)C(=O)OC(C)(C)C (tert-Butyl 4-{[(4-[2-(cyclopropylmethoxy)-4-fluoro-5-methoxyphenyl]-2,6-dimethyl-5-{[2-(trimethylsilyl)ethoxy]methyl}-5H-pyrrolo[3,2-d]pyrimidin-7-yl)carbonyl]amino}piperidine-1-carboxylate). RXN SMILES: [CH:1]1([CH2:4][O:5][C:6]2[CH:11]=[C:10]([F:12])[C:9]([O:13][CH3:14])=[CH:8][C:7]=2[C:15]2[C:16]3[N:24]([CH2:25][O:26][CH2:27][CH2:28][Si:29]([CH3:32])([CH3:31])[CH3:30])[C:23]([CH3:33])=[C:22]([C:34]([OH:36])=O)[C:17]=3[N:18]=[C:19]([CH3:21])[N:20]=2)[CH2:3][CH2:2]1.[NH2:37][CH:38]1[CH2:43][CH2:42][N:41]([C:44]([O:46][C:47]([CH3:50])([CH3:49])[CH3:48])=[O:45])[CH2:40][CH2:39]1>>[CH:1]1([CH2:4][O:5][C:6]2[CH:11]=[C:10]([F:12])[C:9]([O:13][CH3:14])=[CH:8][C:7]=2[C:15]2[C:16]3[N:24]([CH2:25][O:26][CH2:27][CH2:28][Si:29]([CH3:31])([CH3:30])[CH3:32])[C:23]([CH3:33])=[C:22]([C:34]([NH:37][CH:38]4[CH2:39][CH2:40][N:41]([C:44]([O:46][C:47]([CH3:50])([CH3:49])[CH3:48])=[O:45])[CH2:42][CH2:43]4)=[O:36])[C:17]=3[N:18]=[C:19]([CH3:21])[N:20]=2)[CH2:3][CH2:2]1. Procedure: Starting from 4-[2-(cyclopropylmethoxy)-4-fluoro-5-methoxyphenyl]-2,6-dimethyl-5-{[2-(trimethylsilyl)ethoxy]methyl}-5H-pyrrolo[3,2-d]pyrimidine-7-carboxylic acid (example D.c18) and commercially available tert-butyl 4-amino-piperidine-1-carboxylate the title compound is obtained as colorless foam. The reactants are FC(C(\C=C(\C=1SC(=CC1)C1=CC(=CC=C1)S(=O)(=O)C)/O)=O)(F)F ((Z)-1,1,1-trifluoro-4-hydroxy-4-(5-(3-(methylsulfonyl)phenyl)thiophen-2-yl)but-3-en-2-one), Cl.ClC1=C(C=C(C=C1)Cl)NN (2,5-dichlorophenylhydrazine hydrochloride), C(C)(=O)O (acetic acid). Solvent: CN(C)C=O (DMF). Conditions: temperature 102.5 celsius, time 3 hour. Product: ClC1=C(C=C(C=C1)Cl)N1N=C(C=C1C=1SC(=CC1)C1=CC(=CC=C1)S(=O)(=O)C)C(F)(F)F (1-(2,5-Dichloro-phenyl)-5-[5-(3-methanesulfonyl-phenyl)-thiophen-2-yl]-3-trifluoromethyl-1H-pyrazole). RXN SMILES: [F:1][C:2]([F:24])([F:23])[C:3](=O)/[CH:4]=[C:5](\O)/[C:6]1[S:7][C:8]([C:11]2[CH:16]=[CH:15][CH:14]=[C:13]([S:17]([CH3:20])(=[O:19])=[O:18])[CH:12]=2)=[CH:9][CH:10]=1.Cl.[Cl:26][C:27]1[CH:32]=[CH:31][C:30]([Cl:33])=[CH:29][C:28]=1[NH:34][NH2:35].C(O)(=O)C>CN(C=O)C>[Cl:26][C:27]1[CH:32]=[CH:31][C:30]([Cl:33])=[CH:29][C:28]=1[N:34]1[C:5]([C:6]2[S:7][C:8]([C:11]3[CH:16]=[CH:15][CH:14]=[C:13]([S:17]([CH3:20])(=[O:19])=[O:18])[CH:12]=3)=[CH:9][CH:10]=2)=[CH:4][C:3]([C:2]([F:24])([F:23])[F:1])=[N:35]1 |f:1.2|. Procedure details: Into an 8 mL vial was weighed 202.7 mg (539 μmol) of (Z)-1,1,1-trifluoro-4-hydroxy-4-(5-(3-(methylsulfonyl)phenyl)thiophen-2-yl)but-3-en-2-one, 117.4 mg (550 μmol) of 2,5-dichlorophenylhydrazine hydrochloride, 3 mL of acetic acid, and 1 mL of DMF. The resulting reaction was stirred at 100-105° C. for 3 h then was concentrated to dryness in vacuo. The residue was purified by silica gel flash chromatography (3×23 cm, 1:1 ethyl acetate-hexanes) and was dried affording the product as a faintly yello... The reactants are C(C)(C)(C)OC(=O)N1CCC(CC1)SC1=C(C=CC=C1)Br (4-(2-bromo-phenylsulfanyl)-piperidine-1-carboxylic acid tert-butyl ester), Cl (HCl). Run in O1CCOCC1 (dioxane). Yields the product Cl.BrC1=C(C=CC=C1)SC1CCNCC1 (4-(2-bromo-phenylsulfanyl)-piperidine hydrochloride). Yield: 99.0%. As a reaction SMILES: C(OC([N:8]1[CH2:13][CH2:12][CH:11]([S:14][C:15]2[CH:20]=[CH:19][CH:18]=[CH:17][C:16]=2[Br:21])[CH2:10][CH2:9]1)=O)(C)(C)C.[ClH:22]>O1CCOCC1>[ClH:22].[Br:21][C:16]1[CH:17]=[CH:18][CH:19]=[CH:20][C:15]=1[S:14][CH:11]1[CH2:12][CH2:13][NH:8][CH2:9][CH2:10]1 |f:3.4|. Reported procedure: To a stirred solution of 2-bromobenzenethiol (1.0 g, 0.00529 mole) in DMF (10 mL) was added cesium carbonate (2.063 g, 0.0063 mole) followed by 4-methanesulfonyloxy-piperidine-1-carboxylic acid tert-butyl ester (1.478 g, 0.00529 mole). The reaction mixture was heated at 80° C. overnight. The mixture was then diluted with water and the product was extracted with ethyl acetate. The ethyl acetate layer was washed brine solution, dried over sodium sulfate and concentrated under reduced pressure. The...